This data is from the Open Reaction Database (ORD), a public repository of structured organic reaction records. The task is: describe an organic reaction: reactants, conditions, products, and yield The product is S1C(=NC2=C1C=CC=C2)S(=O)(=O)N2C(CN(CC2)C(CN2C1=NC=NC(=C1N=C2)NC(=O)OCC2=CC(=C(C=C2)OC)OC)=O)=O (1-(Benzothiazole-2-sulfonyl)-4-{[6-N-(3,4-dimethoxybenzyloxycarbonyl)-adenin-9-yl]-acetyl}-piperazin-2-one). The reactants are FC(C(=O)O)(F)F.S1C(=NC2=C1C=CC=C2)S(=O)(=O)N2C(CNCC2)=O (1-(benzothiazole-2-sulfonyl)-piperazin-2-one trifluoroacetic acid salt), COC=1C=C(COC(=O)NC2=C3N=CN(C3=NC=N2)CC(=O)O)C=CC1OC ([6-N-(3,4-dimethoxybenzyloxycarbonyl)-adenine-9-yl]-acetic acid). Procedure details: The title compound was synthesized by the reaction of 1-(benzothiazole-2-sulfonyl)-piperazin-2-one trifluoroacetic acid salt with [6-N-(3,4-dimethoxybenzyloxycarbonyl)-adenine-9-yl]-acetic acid as per the procedure of Example 52. 1H NMR (500 MHz; DMSO-d6) δ 10.58 (s, 1H), 8.58 (s, 0.6H), 8.56 (s, 0.4H), 8.35 (m, 1H), 8.30 (s, 0.4H), 8.27 (s, 0.6H), 8.26 (m, 1H), 7.73 (m, 2H), 7.07 (s, 1H), 6.98 (d, 1H), 6.94 (d, 1H), 5.38 (s, 1.2H), 5.27 (s, 0.8H), 5.12 (s, 2H), 4.56 (s, 0.8H), 4.28 (m, 2.4H), 4... RXN SMILES: FC(F)(F)C(O)=O.[S:8]1[C:12]2[CH:13]=[CH:14][CH:15]=[CH:16][C:11]=2[N:10]=[C:9]1[S:17]([N:20]1[CH2:25][CH2:24][NH:23][CH2:22][C:21]1=[O:26])(=[O:19])=[O:18].[CH3:27][O:28][C:29]1[CH:30]=[C:31]([CH:50]=[CH:51][C:52]=1[O:53][CH3:54])[CH2:32][O:33][C:34]([NH:36][C:37]1[N:45]=[CH:44][N:43]=[C:42]2[C:38]=1[N:39]=[CH:40][N:41]2[CH2:46][C:47](O)=[O:48])=[O:35]>>[S:8]1[C:12]2[CH:13]=[CH:14][CH:15]=[CH:16][C:11]=2[N:10]=[C:9]1[S:17]([N:20]1[CH2:25][CH2:24][N:23]([C:47](=[O:48])[CH2:46][N:41]2[CH:40]=[N:39][C:38]3[C:42]2=[N:43][CH:44]=[N:45][C:37]=3[NH:36][C:34]([O:33][CH2:32][C:31]2[CH:50]=[CH:51][C:52]([O:53][CH3:54])=[C:29]([O:28][CH3:27])[CH:30]=2)=[O:35])[CH2:22][C:21]1=[O:26])(=[O:19])=[O:18] |f:0.1|. The reactants are CCCC(C(=O)NC1CCC2CN(S(=O)(=O)c3cccc(C(F)(F)F)c3)CC21)N(C(=O)[O-])C(C)(C)C, CC(CC(C(=O)NC1CCC2CN(Cc3ccccc3)CC21)N(C)C(=O)[O-])CC(C)(C)C. Yields the product CCCC(N)C(=O)NC1CCC2CN(S(=O)(=O)c3cccc(C(F)(F)F)c3)CC21. As a reaction SMILES: [C:1]([N:5]([C:2](=[O:3])[O-:4])[CH:9]([C:10]([NH:11][CH:12]1[CH2:13][CH2:14][CH:15]2[CH2:16][N:17]([S:20](=[O:21])(=[O:22])[c:23]3[cH:24][c:25]([C:29]([F:30])([F:31])[F:32])[cH:26][cH:27][cH:28]3)[CH2:18][CH:19]12)=[O:33])[CH2:34][CH2:35][CH3:36])([CH3:6])([CH3:7])[CH3:8].[C:37]([CH2:38][CH:39]([CH3:40])[CH2:41][CH:42]([N:43]([CH3:44])[C:45](=[O:46])[O-:47])[C:48]([NH:49][CH:50]1[CH:51]2[CH:52]([CH2:53][N:54]([CH2:55][c:56]3[cH:57][cH:58][cH:59][cH:60][cH:61]3)[CH2:62]2)[CH2:63][CH2:64]1)=[O:65])([CH3:66])([CH3:67])[CH3:68]>>[NH2:5][CH:9]([C:10]([NH:11][CH:12]1[CH2:13][CH2:14][CH:15]2[CH2:16][N:17]([S:20](=[O:21])(=[O:22])[c:23]3[cH:24][c:25]([C:29]([F:30])([F:31])[F:32])[cH:26][cH:27][cH:28]3)[CH2:18][CH:19]12)=[O:33])[CH2:34][CH2:35][CH3:36]. Reactants: CI (methyl iodide), C(#N)[C@H](CC1=CC=C(C=C1)O)NC(=O)[C@H]1[C@H](CCCC1)NC(=O)C=1N(C2=CC=CC=C2C1)C (1-Methyl-1H-indole-2-carboxylic acid {(1S,2R)-2-[(S)-1-cyano-2-(4-hydroxy-phenyl)-ethylcarbamoyl]cyclohexyl}-amide), C(#N)[C@H](CC1=CC=C(C=C1)O)NC(=O)[C@H]1[C@H](CCCC1)NC(=O)C=1N(C2=CC=CC=C2C1)C (1-Methyl-1H-indole-2-carboxylic acid {(1S,2R)-2-[(S)-1-cyano-2-(4-hydroxy-phenyl)-ethylcarbamoyl]cyclohexyl}-amide), [H-].[Na+] (sodium hydride). The solvent is CN(C)C=O (DMF). Conditions: time 5 minute. Yields the product C(#N)[C@H](CC1=CC=C(C=C1)OC)NC(=O)[C@H]1[C@H](CCCC1)NC(=O)C=1N(C2=CC=CC=C2C1)C (1-methyl-1H-indole-2-carboxylic acid ((1S,2R)-2-{[(S)-cyano-(4-methoxy-benzyl)-methyl]-carbamoyl}-cyclohexyl)-amide). Isolated yield 70.5%. RXN SMILES: [C:1]([C@@H:3]([NH:12][C:13]([C@@H:15]1[CH2:20][CH2:19][CH2:18][CH2:17][C@@H:16]1[NH:21][C:22]([C:24]1[N:25]([CH3:33])[C:26]2[C:31]([CH:32]=1)=[CH:30][CH:29]=[CH:28][CH:27]=2)=[O:23])=[O:14])[CH2:4][C:5]1[CH:10]=[CH:9][C:8]([OH:11])=[CH:7][CH:6]=1)#[N:2].[H-].[Na+].[CH3:36]I>CN(C=O)C>[C:1]([C@@H:3]([NH:12][C:13]([C@@H:15]1[CH2:20][CH2:19][CH2:18][CH2:17][C@@H:16]1[NH:21][C:22]([C:24]1[N:25]([CH3:33])[C:26]2[C:31]([CH:32]=1)=[CH:30][CH:29]=[CH:28][CH:27]=2)=[O:23])=[O:14])[CH2:4][C:5]1[CH:10]=[CH:9][C:8]([O:11][CH3:36])=[CH:7][CH:6]=1)#[N:2] |f:1.2|. Procedure: To a solution of 1-Methyl-1H-indole-2-carboxylic acid {(1S,2R)-2-[(S)-1-cyano-2-(4-hydroxy-phenyl)-ethylcarbamoyl]cyclohexyl}-amide (compound 34, 102 mg, 0.229 mmol) in 3 mL of anhydrous DMF, was added sodium hydride powder (15 mg, 0.594 mmol). The reaction mixture was stirred for 5 min. while gas evolution subsided, then methyl iodide (0.2 mL, 3.1 mmol) was added. The reaction mixture was partitioned between 50 mL of water and 50 mL of ethyl acetate, the separated organic layer was washed with ...